The task is: describe an organic reaction: reactants, conditions, products, and yield. This data is from the Open Reaction Database (ORD), a public repository of structured organic reaction records. Procedure: A mixture of 20 grams of 9-pentyl 1,2,3,4,5,6,7,8-octahydrophenanthridine, prepared as described in example 3, 108 grams of an alkylated benzene solvent and 4 grams of a 5% Palladium/Al catalyst were refluxed for 19 hours. Hydrogen gas was evolved during the reaction. The solvent was removed under diminished pressure to yield after work-up 18 grams of 9-pentyl phenanthridine; infrared spectrum, 6.41; 6.65; and 6.72 μ; C13 nuclear magnetic resonance spectrum, solvent CDCl3, ref. T.M.S.; δ in ppm.... Reactants: C(CCCC)C=1CCC=2CNC=3CCCCC3C2C1 (9-pentyl 1,2,3,4,5,6,7,8-octahydrophenanthridine), [H][H] (Hydrogen). The solvent is alkylated benzene. The product is C(CCCC)C=1C=CC2=CN=C3C=CC=CC3=C2C1 (9-pentyl phenanthridine). Reaction SMILES: [CH2:1]([C:6]1[CH2:7][CH2:8][C:9]2[CH2:10][NH:11][C:12]3[CH2:13][CH2:14][CH2:15][CH2:16][C:17]=3[C:18]=2[CH:19]=1)[CH2:2][CH2:3][CH2:4][CH3:5].[H][H]>>[CH2:1]([C:6]1[CH:7]=[CH:8][C:9]2[C:18]([CH:19]=1)=[C:17]1[C:12]([CH:13]=[CH:14][CH:15]=[CH:16]1)=[N:11][CH:10]=2)[CH2:2][CH2:3][CH2:4][CH3:5]. Reagents/catalysts: Palladium Al. Isolated yield 92.9%. The reactants are C(CC)(=O)Cl (propionyl chloride), O (water), [Na] (sodium), CC[C@H]([C@@H]1[C@H](C[C@@](O1)(CC)[C@H]2CC[C@@]([C@@H](O2)C)(CC)O)C)C(=O)[C@@H](C)[C@H]([C@H](C)CCC3=C(C(=C(C=C3)C)O)C(=O)O)O (X-537A). The solvent is N1=CC=CC=C1 (pyridine). Conditions: time 2 hour. Yields the product CC=1C(=C(C(=O)O)C(=CC1)CCC(C(C(C(C(C1OC(CC1C)(C1OC(C(CC1)(O)CC)C)CC)CC)=O)C)O)C)OC(CC)=O (3-methyl-2-propionyloxy-6-{7-ethyl-4-hydroxy-3,5-dimethyl-6-oxo- 7[5-ethyl-3-methyl-5-(5-ethyl-5-hydroxy-6-methyl-2-tetrahydropyranyl)-2-tetrahydrofuryl]heptyl}benzoic acid), [Na] (sodium). As a reaction SMILES: [Na:1].[CH3:2][CH2:3][C@@H:4]([C:23]([C@H:25]([C@@H:27]([OH:43])[C@@H:28]([CH2:30][CH2:31][C:32]1[CH:37]=[CH:36][C:35]([CH3:38])=[C:34]([OH:39])[C:33]=1[C:40]([OH:42])=[O:41])[CH3:29])[CH3:26])=[O:24])[C@H:5]1[O:9][C@@:8]([C@@H:12]2[O:17][C@@H:16]([CH3:18])[C@@:15]([OH:21])([CH2:19][CH3:20])[CH2:14][CH2:13]2)([CH2:10][CH3:11])[CH2:7][C@@H:6]1[CH3:22].[C:44](Cl)(=[O:47])[CH2:45][CH3:46].O>N1C=CC=CC=1>[CH3:38][C:35]1[C:34]([O:39][C:44](=[O:47])[CH2:45][CH3:46])=[C:33]([C:32]([CH2:31][CH2:30][CH:28]([CH3:29])[CH:27]([OH:43])[CH:25]([CH3:26])[C:23](=[O:24])[CH:4]([CH2:3][CH3:2])[CH:5]2[CH:6]([CH3:22])[CH2:7][C:8]([CH2:10][CH3:11])([CH:12]3[CH2:13][CH2:14][C:15]([CH2:19][CH3:20])([OH:21])[CH:16]([CH3:18])[O:17]3)[O:9]2)=[CH:37][CH:36]=1)[C:40]([OH:42])=[O:41].[Na:1] |^1:0,101|. Reported procedure: 6.12 g. of the sodium salt of antibiotic X-537A was dissolved in pyridine (10 ml.) by warming slightly. The solution was cooled in an ice bath and treated with propionyl chloride, then allowed to stand at room temperature for 2 hours. The mixture was poured into water, extracted with ethyl acetate, and the organic phase washed in succession with 1N hydrochloric acid (several times) and sodium carbonate solution (twice). Evaporation of the ethyl acetate solution left a residue which was crystalli... Starting materials: [OH-].[Na+] (NaOH), C(CCC)O.O (n-butanol H2O), N1([C@H](C(=O)N[C@@H](CC2=CNC=N2)C(=O)N2[C@H](C(=O)N[C@@H](CC3=CC=CC=C3)C(=O)N[C@@H](CC3=CNC=N3)C(=O)OC)CCC2)CCC1)C(=O)OC(C)(C)C (Boc-Pro-His-Pro-Phe-His-OMe), Cl (HCl). Solvent: CO (MeOH), O (H2O). Conditions: time 15 minute. Yields the product N1([C@H](C(=O)N[C@@H](CC2=CNC=N2)C(=O)N2[C@H](C(=O)N[C@@H](CC3=CC=CC=C3)C(=O)N[C@@H](CC3=CNC=N3)C(=O)O)CCC2)CCC1)C(=O)OC(C)(C)C (Boc-Pro-His-Pro-Phe-His-OH). RXN SMILES: [N:1]1([C:48]([O:50][C:51]([CH3:54])([CH3:53])[CH3:52])=[O:49])[CH2:47][CH2:46][CH2:45][C@H:2]1[C:3]([NH:5][C@H:6]([C:13]([N:15]1[CH2:44][CH2:43][CH2:42][C@H:16]1[C:17]([NH:19][C@H:20]([C:28]([NH:30][C@H:31]([C:38]([O:40]C)=[O:39])[CH2:32][C:33]1[N:37]=[CH:36][NH:35][CH:34]=1)=[O:29])[CH2:21][C:22]1[CH:27]=[CH:26][CH:25]=[CH:24][CH:23]=1)=[O:18])=[O:14])[CH2:7][C:8]1[N:12]=[CH:11][NH:10][CH:9]=1)=[O:4].[OH-].[Na+].Cl.C(O)CCC.O>CO.O>[N:1]1([C:48]([O:50][C:51]([CH3:54])([CH3:53])[CH3:52])=[O:49])[CH2:47][CH2:46][CH2:45][C@H:2]1[C:3]([NH:5][C@H:6]([C:13]([N:15]1[CH2:44][CH2:43][CH2:42][C@H:16]1[C:17]([NH:19][C@H:20]([C:28]([NH:30][C@H:31]([C:38]([OH:40])=[O:39])[CH2:32][C:33]1[N:37]=[CH:36][NH:35][CH:34]=1)=[O:29])[CH2:21][C:22]1[CH:27]=[CH:26][CH:25]=[CH:24][CH:23]=1)=[O:18])=[O:14])[CH2:7][C:8]1[N:12]=[CH:11][NH:10][CH:9]=1)=[O:4] |f:1.2,4.5|. Procedure details: 17.2 g of crude Boc-Pro-His-Pro-Phe-His-OMe are dissolved in 54 ml of MeOH, 650 ml of 0.1N NaOH are added, the whole is left to stand for 15 minutes at 25°, neutralised by the addition of 650 ml of 0.1N HCl concentratod to dryness. The residue is dissolved in 120 ml of H2O, the pH value is adjusted exactly to 6.8 and this solution is subjected in the system n-butanol/H2O to Craig partitioning over 500 stages; (K=2.8). The fractions that are pure according to thin layer chromagotraphy analysis ar...